This data is from the Open Reaction Database (ORD), a public repository of structured organic reaction records. The task is: describe an organic reaction: reactants, conditions, products, and yield Starting materials: COC(NC1=CC(=CC(=C1)C1=C2C=CN(C2=CC=C1)[Si](C(C)C)(C(C)C)C(C)C)C(=O)C=1C=NC=CC1)=O ([3-(pyridine-3-carbonyl)-5-(1-triisopropylsilanyl-1H-indol-4-yl)-phenyl]-carbamic acid methyl ester), [F-].C(CCC)[N+](CCCC)(CCCC)CCCC (tetra-n-butylammonium fluoride), O (water), C(C)(=O)OCC (ethyl acetate). The solvent is C1CCOC1 (THF), C1CCOC1 (THF). Conditions: time 10 minute. Product: COC(NC1=CC(=CC(=C1)C(=O)C=1C=NC=CC1)C1=C2C=CNC2=CC=C1)=O ([3-(1H-indol-4-yl)-5-(pyridine-3-carbonyl)-phenyl]-carbamic acid methyl ester). Reaction SMILES: [CH3:1][O:2][C:3](=[O:38])[NH:4][C:5]1[CH:10]=[C:9]([C:11]2[CH:19]=[CH:18][CH:17]=[C:16]3[C:12]=2[CH:13]=[CH:14][N:15]3[Si](C(C)C)(C(C)C)C(C)C)[CH:8]=[C:7]([C:30]([C:32]2[CH:33]=[N:34][CH:35]=[CH:36][CH:37]=2)=[O:31])[CH:6]=1.[F-].C([N+](CCCC)(CCCC)CCCC)CCC.O.C(OCC)(=O)C>C1COCC1>[CH3:1][O:2][C:3](=[O:38])[NH:4][C:5]1[CH:6]=[C:7]([C:30]([C:32]2[CH:33]=[N:34][CH:35]=[CH:36][CH:37]=2)=[O:31])[CH:8]=[C:9]([C:11]2[CH:19]=[CH:18][CH:17]=[C:16]3[C:12]=2[CH:13]=[CH:14][NH:15]3)[CH:10]=1 |f:1.2|. Procedure details: To a stirred solution of 0.160 g (0.31 mmol) of [3-(pyridine-3-carbonyl)-5-(1-triisopropylsilanyl-1H-indol-4-yl)-phenyl]-carbamic acid methyl ester in 5 mL of THF was added 0.310 mL of 1M tetra-n-butylammonium fluoride in THF. The reaction was stirred 10 min, poured into water and ethyl acetate. The phases were separated, and the aqueous phase was extracted with ethyl acetate. The organic phases were combined, washed with saturated sodium bicarbonate and brine and dried over sodium sulfate, and ... The reactants are C(C)OC(=O)C1=CC(=C(C=C1)C1=CC=C(C=C1)F)OCC (2-ethoxy-4′-fluoro-biphenyl-4-carboxylic acid ethyl ester), [H-].C(C(C)C)[Al+]CC(C)C (diisobutylaluminum hydride). The solvent is C1CCOC1 (THF). Reaction conditions: time 60 minute. Yields the product C(C)OC1=C(C=CC(=C1)CO)C1=CC=C(C=C1)F ((2-Ethoxy-4′-fluoro-biphenyl-4-yl)-methanol). RXN SMILES: C([O:3][C:4]([C:6]1[CH:11]=[CH:10][C:9]([C:12]2[CH:17]=[CH:16][C:15]([F:18])=[CH:14][CH:13]=2)=[C:8]([O:19][CH2:20][CH3:21])[CH:7]=1)=O)C.[H-].C([Al+]CC(C)C)C(C)C>C1COCC1>[CH2:20]([O:19][C:8]1[CH:7]=[C:6]([CH2:4][OH:3])[CH:11]=[CH:10][C:9]=1[C:12]1[CH:13]=[CH:14][C:15]([F:18])=[CH:16][CH:17]=1)[CH3:21] |f:1.2|. Procedure details: To a solution of 2-ethoxy-4′-fluoro-biphenyl-4-carboxylic acid ethyl ester (0.50 g, 1.73 mmol, 1.0 equiv) in anhydrous THF (10 mL) was added dropwise at −10° C. diisobutylaluminum hydride (5.2 mL, 5.20 mmol, 3.0 equiv; 1 M solution in hexane) and the ccolong bath removed. After stirring for an additional time period of 60 min at rt, the reaction mixture was carefully poured on crashed ice/diluted HCl, extracted twice with ethyl acetate, the combined organic phases washed with water and a sat. so...